This data is from the Open Reaction Database (ORD), a public repository of structured organic reaction records. The task is: describe an organic reaction: reactants, conditions, products, and yield The reactants are [Br-], O=C(CCCC(F)(F)F)C1CN(Cc2ccccc2)CCO1, [Mg+]Cc1ccccc1-c1ccccc1, BrCc1ccccc1-c1ccccc1. The product is [Br-], OC(CCCC(F)(F)F)(Cc1ccccc1-c1ccccc1)C1CN(Cc2ccccc2)CCO1, [Mg+]Cc1ccccc1-c1ccccc1. Reaction SMILES: [Br-:23].[F:1][C:2]([CH2:3][CH2:4][CH2:5][C:6](=[O:7])[CH:8]1[O:9][CH2:10][CH2:11][N:12]([CH2:14][c:15]2[cH:16][cH:17][cH:18][cH:19][cH:20]2)[CH2:13]1)([F:21])[F:22].[c:24]1(-[c:30]2[c:31]([CH2:32][Mg+:33])[cH:34][cH:35][cH:36][cH:37]2)[cH:25][cH:26][cH:27][cH:28][cH:29]1.[c:38]1(-[c:44]2[c:45]([CH2:46][Br:47])[cH:48][cH:49][cH:50][cH:51]2)[cH:39][cH:40][cH:41][cH:42][cH:43]1>>[Br-:47].[F:1][C:2]([CH2:3][CH2:4][CH2:5][C:6]([OH:7])([CH:8]1[O:9][CH2:10][CH2:11][N:12]([CH2:14][c:15]2[cH:16][cH:17][cH:18][cH:19][cH:20]2)[CH2:13]1)[CH2:46][c:45]1[c:44](-[c:38]2[cH:39][cH:40][cH:41][cH:42][cH:43]2)[cH:51][cH:50][cH:49][cH:48]1)([F:21])[F:22].[c:24]1(-[c:30]2[c:31]([CH2:32][Mg+:33])[cH:34][cH:35][cH:36][cH:37]2)[cH:25][cH:26][cH:27][cH:28][cH:29]1. The reactants are C(C1=CC=CC=C1)NCC1=CC(=C(C=C1)OC1=C(C=C(C=C1)F)F)C1=CN(C2=C(N=CC=C21)OC)C (N-benzyl-1-(4-(2,4-difluorophenoxy)-3-(7-methoxy-1-methyl-1H-pyrrolo[2,3-c]pyridin-3-yl)phenyl)methanamine). Reagents/catalysts: [OH-].[OH-].[Pd+2] (palladium hydroxide on carbon). Solvent: O1CCCC1 (tetrahydrofuran). Run at time 16 hour. Product: FC1=C(OC2=C(C=C(C=C2)CN)C2=CN(C3=C(N=CC=C32)OC)C)C=CC(=C1)F ((4-(2,4-difluorophenoxy)-3-(7-methoxy-1-methyl-1H-pyrrolo[2,3-c]pyridin-3-yl)phenyl)methanamine). The yield is 89.5%. Reaction SMILES: C([NH:8][CH2:9][C:10]1[CH:15]=[CH:14][C:13]([O:16][C:17]2[CH:22]=[CH:21][C:20]([F:23])=[CH:19][C:18]=2[F:24])=[C:12]([C:25]2[C:33]3[C:28](=[C:29]([O:34][CH3:35])[N:30]=[CH:31][CH:32]=3)[N:27]([CH3:36])[CH:26]=2)[CH:11]=1)C1C=CC=CC=1>O1CCCC1.[OH-].[OH-].[Pd+2]>[F:24][C:18]1[CH:19]=[C:20]([F:23])[CH:21]=[CH:22][C:17]=1[O:16][C:13]1[CH:14]=[CH:15][C:10]([CH2:9][NH2:8])=[CH:11][C:12]=1[C:25]1[C:33]2[C:28](=[C:29]([O:34][CH3:35])[N:30]=[CH:31][CH:32]=2)[N:27]([CH3:36])[CH:26]=1 |f:2.3.4|. Procedure details: A solution of Example 106A (78 mg, 0.161 mmol) in tetrahydrofuran (10 mL) was added to 20% palladium hydroxide on carbon (16 mg, 0.012 mmol) in a 50 mL pressure bottle and the mixture was stirred for 16 hours under a hydrogen atmosphere (30 psi). The mixture was filtered through a nylon membrane and concentrated. The residue was purified by flash column chromatography (silica gel, 0-5% 7N methanolic ammonia in dichloromethane) to afford the title compound (57 mg, 90% yield). Starting materials: C(C)(C)(C)OC(=O)N[C@@H](C(=O)O)C ((R)-2-tert-Butoxycarbonylamino-propionic acid), CN(CCCN=C=NCC)C (1-(3-(dimethylamino)-propyl)-3-ethylcarbodiimide), OC1=CC=CC=2NN=NC21 (hydroxybenzotriazole), Cl.F[C@@H]1CNCC1 ((S)-3-Fluoropyrrolidine hydrochloride), C(C)(C)N(C(C)C)CC (N,N-diisopropylethylamine). The solvent is CN(C)C=O (DMF), C(C)(=O)OCC (Ethyl acetate). Run at time 16 hour. Yields the product C(C)(C)(C)OC(N[C@@H](C(=O)N1C[C@H](CC1)F)C)=O ([(R)-2-((S)-3-fluoro-pyrrolidin-1-yl)-1-methyl-2-oxo-ethyl]-carbamic acid tert-butyl ester). Yield: 94.2%. Reaction SMILES: [C:1]([O:5][C:6]([NH:8][C@H:9]([CH3:13])[C:10]([OH:12])=O)=[O:7])([CH3:4])([CH3:3])[CH3:2].CN(C)CCCN=C=NCC.OC1C2N=NNC=2C=CC=1.Cl.[F:36][C@H:37]1[CH2:41][CH2:40][NH:39][CH2:38]1.C(N(CC)C(C)C)(C)C>CN(C=O)C.C(OCC)(=O)C>[C:1]([O:5][C:6](=[O:7])[NH:8][C@H:9]([CH3:13])[C:10]([N:39]1[CH2:40][CH2:41][C@H:37]([F:36])[CH2:38]1)=[O:12])([CH3:2])([CH3:3])[CH3:4] |f:3.4|. Procedure: (R)-2-tert-Butoxycarbonylamino-propionic acid (1.0 g, 5.3 mmol), 1-(3-(dimethylamino)-propyl)-3-ethylcarbodiimide (2.33 g, 12.2 mmol) and hydroxybenzotriazole (1.64 g, 12.2 mmol) were dissolved in DMF (50 ml). (S)-3-Fluoropyrrolidine hydrochloride (1.66 g, 13.2 mmol) and N,N-diisopropylethylamine (2.95 ml, 16.9 mmol) were added and the mixture was stirred at room temperature for 16 h. Ethyl acetate was added and the solution was washed with 10% citric acid solution three times. The organic layer... Starting materials: O=C(NC1CCC(O)CC1)OCc1ccccc1, CC(=O)O, CC(C)=O, O=[Cr](=O)=O. The product is O=C1CCC(NC(=O)OCc2ccccc2)CC1. As a reaction SMILES: [CH2:1]([c:2]1[cH:3][cH:4][cH:5][cH:6][cH:7]1)[O:8][C:9](=[O:10])[NH:11][CH:12]1[CH2:13][CH2:14][CH:15]([OH:18])[CH2:16][CH2:17]1.[CH3:23][C:24](=[O:25])[OH:26].[CH3:27][C:28](=[O:29])[CH3:30].[O:19]=[Cr:20](=[O:21])=[O:22]>>[CH2:1]([c:2]1[cH:3][cH:4][cH:5][cH:6][cH:7]1)[O:8][C:9](=[O:10])[NH:11][CH:12]1[CH2:13][CH2:14][C:15](=[O:18])[CH2:16][CH2:17]1. Starting materials: [OH-].[Na+] (sodium hydroxide), C(COCCO)O (diethylene glycol), C(C=C)#N (acrylonitrile). Run in ClCCl (dichloromethane). Reaction conditions: time 8 hour. Yields the product C(#N)CCOCCOCCOCCC#N (1,11-Dicyano-3,6,9-trioxaundecane). Reaction SMILES: [OH-].[Na+].[CH2:3]([OH:9])[CH2:4][O:5][CH2:6][CH2:7][OH:8].[C:10](#[N:13])[CH:11]=[CH2:12]>ClCCl>[C:10]([CH2:11][CH2:12][O:9][CH2:3][CH2:4][O:5][CH2:6][CH2:7][O:8][CH2:12][CH2:11][C:10]#[N:13])#[N:13] |f:0.1|. Procedure details: To a stirred solution of 2% (w/v) sodium hydroxide (5 mL) and diethylene glycol (5.3 g, 50 mmol) was added acrylonitrile (7.95 g, 150 mmol). The mixture was stirred at room temperature overnight and additioned with 50 mL dichloromethane. The organic layer was washed 2× with brine and dried (MgSO4). The solvent was removed by rotary evaporation. The oily residue was treated with 200 proof ethanol, and the solvent was removed by rotary evaporation. This was repeated 2× to remove excess unreacted a... Reactants: C(C)OC(=O)C1=C(NC=C1C)CCCNCCNCC (2-[3-(2-ethylamino-ethylamino)-propyl]-4-methyl-1H-pyrrole-3-carboxylic acid ethyl ester), C[Al](C)C (trimethyl aluminum). Run in C1(=CC=CC=C1)C (toluene). Conditions: temperature 140 celsius. The product is C(C)NCCN1C(C2=C(CCC1)NC=C2C)=O (5-(2-ethylamino-ethyl)-3-methyl-5,6,7,8-tetrahydro-1H-pyrrolo[3,2-c]azepin-4-one). Isolated yield 153.6%. RXN SMILES: C([O:3][C:4]([C:6]1[C:10]([CH3:11])=[CH:9][NH:8][C:7]=1[CH2:12][CH2:13][CH2:14][NH:15][CH2:16][CH2:17][NH:18][CH2:19][CH3:20])=O)C.C[Al](C)C>C1(C)C=CC=CC=1>[CH2:19]([NH:18][CH2:17][CH2:16][N:15]1[CH2:14][CH2:13][CH2:12][C:7]2[NH:8][CH:9]=[C:10]([CH3:11])[C:6]=2[C:4]1=[O:3])[CH3:20]. Procedure details: 2-[3-(2-Ethylamino-ethylamino)-propyl]-4-methyl-1H-pyrrole-3-carboxylic acid ethyl ester 62c (350 mg, 1.245 mmol) and trimethyl aluminum (1.25 ml, 2.49 mmol) were dissolved in 75 ml of toluene under stirring, the resulting mixture was heated to reflux at 140° C. in an oil bath for 24 hours. After thin lay chromatography showed the disappearance of starting materials, the reaction mixture was concentrated under reduced pressure, adjusted to about pH 3 with hydrochloric acid (6 mol/L) and stirred ...